From a dataset of the Open Reaction Database (ORD), a public repository of structured organic reaction records. describe an organic reaction: reactants, conditions, products, and yield Starting materials: C[O-].[Na+] (sodium methoxide), CN1N=CC(=C1)CSC(C1=CC=CC=C1)=O (1-methyl-4-benzoylthiomethylpyrazole), NC=1SC=C(N1)/C(/C(=O)N[C@H]1[C@@H]2N(C(=C(CS2)OS(=O)(=O)C)C(=O)OC(C2=CC=CC=C2)C2=CC=CC=C2)C1=O)=N/OC(C1=CC=CC=C1)(C1=CC=CC=C1)C1=CC=CC=C1 (diphenylmethyl 7β-[2-(2-aminothiazol-4-yl)-2-(Z)-(trityloxyimino)acetamido]-3-methanesulfonyloxy-3-cephem-4-carboxylate). Run in C1CCOC1 (THF), CN(C)C=O (DMF), C1CCOC1 (THF), CN(C)C=O (DMF). Run at temperature -65 celsius, time 1 hour. Yields the product NC=1SC=C(N1)/C(/C(=O)N[C@H]1[C@@H]2N(C(=C(CS2)SCC=2C=NN(C2)C)C(=O)OC(C2=CC=CC=C2)C2=CC=CC=C2)C1=O)=N/OC(C1=CC=CC=C1)(C1=CC=CC=C1)C1=CC=CC=C1 (diphenylmethyl 7β-[2-(2-aminothiazol-4-yl)-2-(Z)-(trityloxyimino)acetamido]-3-[(1-methylpyrazol-4-yl)methylthio]-3-cephem-4-carboxylate). Isolated yield 47.6%. As a reaction SMILES: C[O-].[Na+].[CH3:4][N:5]1[CH:9]=[C:8]([CH2:10][S:11]C(=O)C2C=CC=CC=2)[CH:7]=[N:6]1.[NH2:20][C:21]1[S:22][CH:23]=[C:24](/[C:26](=[N:60]/[O:61][C:62]([C:75]2[CH:80]=[CH:79][CH:78]=[CH:77][CH:76]=2)([C:69]2[CH:74]=[CH:73][CH:72]=[CH:71][CH:70]=2)[C:63]2[CH:68]=[CH:67][CH:66]=[CH:65][CH:64]=2)/[C:27]([NH:29][C@@H:30]2[C:58](=[O:59])[N:32]3[C:33]([C:42]([O:44][CH:45]([C:52]4[CH:57]=[CH:56][CH:55]=[CH:54][CH:53]=4)[C:46]4[CH:51]=[CH:50][CH:49]=[CH:48][CH:47]=4)=[O:43])=[C:34](OS(C)(=O)=O)[CH2:35][S:36][C@H:31]23)=[O:28])[N:25]=1>C1COCC1.CN(C=O)C>[NH2:20][C:21]1[S:22][CH:23]=[C:24](/[C:26](=[N:60]/[O:61][C:62]([C:63]2[CH:64]=[CH:65][CH:66]=[CH:67][CH:68]=2)([C:75]2[CH:76]=[CH:77][CH:78]=[CH:79][CH:80]=2)[C:69]2[CH:74]=[CH:73][CH:72]=[CH:71][CH:70]=2)/[C:27]([NH:29][C@@H:30]2[C:58](=[O:59])[N:32]3[C:33]([C:42]([O:44][CH:45]([C:46]4[CH:47]=[CH:48][CH:49]=[CH:50][CH:51]=4)[C:52]4[CH:57]=[CH:56][CH:55]=[CH:54][CH:53]=4)=[O:43])=[C:34]([S:11][CH2:10][C:8]4[CH:7]=[N:6][N:5]([CH3:4])[CH:9]=4)[CH2:35][S:36][C@H:31]23)=[O:28])[N:25]=1 |f:0.1|. Procedure details: Under nitrogen atmosphere, 1.35 ml of sodium methoxide (6.5 m mol) was added slowly to a solution of 1.50 g of 1-methyl-4-benzoylthiomethylpyrazole (6.5 m mol) in THF (6 ml) and DMF (18 ml) at 0° C. Stirring was continued for 1 hour. The mixture was cooled to −65° C. with dry ice/ethanol bath, and added to a solution of 4.36 g of diphenylmethyl 7β-[2-(2-aminothiazol-4-yl)-2-(Z)-(trityloxyimino)acetamido]-3-methanesulfonyloxy-3-cephem-4-carboxylate (5 m mol) in a mixture of THF (15 ml) and DMF (2... Starting materials: Cc1ccc(C2c3c(C)c(N)c(C)c(C)c3OC2(C)C)cc1, CC(=O)[O-], Cc1ccccc1, CC(=O)OC(C)=O, [Na+], O=C1CC(c2ccccc2)C(=O)O1. The product is Cc1ccc(C2c3c(C)c(N4C(=O)CC(c5ccccc5)C4=O)c(C)c(C)c3OC2(C)C)cc1. Reaction SMILES: [CH3:1][C:2]1([CH3:22])[O:3][c:4]2[c:5]([c:14]([CH3:21])[c:15]([NH2:20])[c:16]([CH3:19])[c:17]2[CH3:18])[CH:6]1[c:7]1[cH:8][cH:9][c:10]([CH3:13])[cH:11][cH:12]1.[CH3:37][C:38](=[O:39])[O-:40].[CH3:41][c:42]1[cH:43][cH:44][cH:45][cH:46][cH:47]1.[CH3:48][C:49]([O:50][C:51](=[O:52])[CH3:53])=[O:54].[Na+:36].[c:23]1([CH:29]2[C:30](=[O:31])[O:32][C:33](=[O:35])[CH2:34]2)[cH:24][cH:25][cH:26][cH:27][cH:28]1>>[CH3:1][C:2]1([CH3:22])[O:3][c:4]2[c:5]([c:14]([CH3:21])[c:15]([N:20]3[C:30](=[O:31])[CH:29]([c:23]4[cH:24][cH:25][cH:26][cH:27][cH:28]4)[CH2:34][C:33]3=[O:32])[c:16]([CH3:19])[c:17]2[CH3:18])[CH:6]1[c:7]1[cH:8][cH:9][c:10]([CH3:13])[cH:11][cH:12]1. Reactants: [Cl-].[NH4+] (ammonium chloride), ClC=1C=NC=C(C1NC(=O)C1=CC=C(C=2OC3=C(C21)C=C(C=C3)[N+](=O)[O-])OC(F)F)Cl (N-(3,5-dichloropyrid-4-yl)-4-difluoromethoxy-8-nitro-dibenzo[b,d]furan-1-carboxamide), N′-(3,5-dichloropyrid-4-yl)-4-difluoro methoxy-8-nitro-dibenzo[b,d]furan-1-carboxamide. The reagents and catalysts are [Zn] (zinc), [Zn] (zinc). Run in C(C)O (ethanol). Run at temperature 95 celsius. The product is ClC=1C=NC=C(C1NC(=O)C1=CC=C(C=2OC3=C(C21)C=C(C=C3)N)OC(F)F)Cl (N-(3,5-dichloropyrid-4-yl)-4-difluoromethoxy-8-aminodibenzo[b,d]furan-1-carboxamide), amine. Yield: 79.4%. As a reaction SMILES: [Cl:1][C:2]1[CH:3]=[N:4][CH:5]=[C:6]([Cl:31])[C:7]=1[NH:8][C:9]([C:11]1[C:19]2[C:18]3[CH:20]=[C:21]([N+:24]([O-])=O)[CH:22]=[CH:23][C:17]=3[O:16][C:15]=2[C:14]([O:27][CH:28]([F:30])[F:29])=[CH:13][CH:12]=1)=[O:10].[Cl-].[NH4+]>[Zn].C(O)C>[Cl:1][C:2]1[CH:3]=[N:4][CH:5]=[C:6]([Cl:31])[C:7]=1[NH:8][C:9]([C:11]1[C:19]2[C:18]3[CH:20]=[C:21]([NH2:24])[CH:22]=[CH:23][C:17]=3[O:16][C:15]=2[C:14]([O:27][CH:28]([F:29])[F:30])=[CH:13][CH:12]=1)=[O:10] |f:1.2|. Procedure details: Third, N-(3,5-dichloropyrid-4-yl)-4-difluoromethoxy-8-aminodibenzo[b,d]furan-1-carboxamide was prepared by reacting N-(3,5-dichloropyrid-4-yl)-4-difluoromethoxy-8-nitro-dibenzo[b,d]furan-1-carboxamide (prepared using the procedure of Example 4) with zinc. In particular, to a 250 mL 2-necked round bottom flask was added N′-(3,5-dichloropyrid-4-yl)-4-difluoro methoxy-8-nitro-dibenzo[b,d]furan-1-carboxamide (1.00 g, 2.14 mmol), sat.aq. ammonium chloride (30.0 mL), ethanol (10.0 mL) and zinc (0.84 g... Reported procedure: 4-fluoro-2-chloro-benzoic acid (10 g) was combined with sodium methoxide (393 mL, 4.37 M in methanol) and heated at 75 C for 46 h. The reaction was cooled to room temp and acidified with 1 N HCl. The mixture was extracted with EtOAc (3×). The combined extracts were then dried (MgSO4) and concentrated to give 8.5 g of 4-methoxy-2-chloro-benzoic acid as a white solid. The product is COC1=CC(=C(C(=O)O)C=C1)Cl (4-methoxy-2-chloro-benzoic acid). Reaction SMILES: F[C:2]1[CH:10]=[CH:9][C:5]([C:6]([OH:8])=[O:7])=[C:4]([Cl:11])[CH:3]=1.[CH3:12][O-:13].[Na+].Cl>>[CH3:12][O:13][C:2]1[CH:10]=[CH:9][C:5]([C:6]([OH:8])=[O:7])=[C:4]([Cl:11])[CH:3]=1 |f:1.2|. Starting materials: FC1=CC(=C(C(=O)O)C=C1)Cl (4-fluoro-2-chloro-benzoic acid), C[O-].[Na+] (sodium methoxide), Cl (HCl). Starting materials: CCOC(=O)N1c2ccccc2C=CC1OCC, C1CCOC1, CS(C)(CCOc1ccccc1)CC(=O)O, CC#N, NNC(=O)c1ccc(O)cc1. Yields the product CS(C)(CCOc1ccccc1)CC(=O)N(N)C(=O)c1ccc(O)cc1. RXN SMILES: [CH2:17]([O:18][CH:19]1[CH:20]=[CH:21][c:22]2[c:23]([cH:24][cH:25][cH:26][cH:27]2)[N:28]1[C:29]([O:30][CH2:31][CH3:32])=[O:33])[CH3:34].[CH2:49]1[O:50][CH2:51][CH2:52][CH2:53]1.[CH3:1][S:2]([CH3:3])([CH2:4][CH2:5][O:6][c:7]1[cH:8][cH:9][cH:10][cH:11][cH:12]1)[CH2:13][C:14](=[O:15])[OH:16].[CH3:46][C:47]#[N:48].[OH:35][c:36]1[cH:37][cH:38][c:39]([C:40](=[O:41])[NH:42][NH2:43])[cH:44][cH:45]1>>[CH3:1][S:2]([CH3:3])([CH2:4][CH2:5][O:6][c:7]1[cH:8][cH:9][cH:10][cH:11][cH:12]1)[CH2:13][C:14](=[O:16])[N:42]([C:40]([c:39]1[cH:38][cH:37][c:36]([OH:35])[cH:45][cH:44]1)=[O:41])[NH2:43]. The reactants are ClC=1C=C(C=CC1Cl)C(CN(C(C1=CC=CC=C1)=O)C)CC=O (N-[2-(3,4-dichlorophenyl)-4-oxobutyl]-N-methylbenzamide), C([O-])(O)=O.[Na+] (sodium bicarbonate), OC1(CCNCC1)C1=CC=CC=C1 (4-hydroxy-4-phenyl-piperidine), C(#N)[BH3-].[Na+] (sodium cyanoborohydride). The solvent is CO (methanol), C(C)(=O)O (acetic acid), CO (methanol). Reaction conditions: time 16 hour. Yields the product ClC=1C=C(C=CC1Cl)C(CN(C(C1=CC=CC=C1)=O)C)CCN1CCC(CC1)(C1=CC=CC=C1)O (N-[2-(3,4-Dichlorophenyl)-4-(4-hydroxy-4-phenylpiperidino)butyl]-N-methylbenzamide). Isolated yield 46.4%. RXN SMILES: [OH:1][C:2]1([C:8]2[CH:13]=[CH:12][CH:11]=[CH:10][CH:9]=2)[CH2:7][CH2:6][NH:5][CH2:4][CH2:3]1.[Cl:14][C:15]1[CH:16]=[C:17]([CH:22]([CH2:34][CH:35]=O)[CH2:23][N:24]([CH3:33])[C:25](=[O:32])[C:26]2[CH:31]=[CH:30][CH:29]=[CH:28][CH:27]=2)[CH:18]=[CH:19][C:20]=1[Cl:21].C([BH3-])#N.[Na+].C(=O)(O)[O-].[Na+]>CO.C(O)(=O)C>[Cl:14][C:15]1[CH:16]=[C:17]([CH:22]([CH2:34][CH2:35][N:5]2[CH2:6][CH2:7][C:2]([OH:1])([C:8]3[CH:13]=[CH:12][CH:11]=[CH:10][CH:9]=3)[CH2:3][CH2:4]2)[CH2:23][N:24]([CH3:33])[C:25](=[O:32])[C:26]2[CH:27]=[CH:28][CH:29]=[CH:30][CH:31]=2)[CH:18]=[CH:19][C:20]=1[Cl:21] |f:2.3,4.5|. Procedure: A solution of 4-hydroxy-4-phenyl-piperidine (1.99 g) in methanol (20 mL) was cooled to 0° C. and the pH was adjusted to 8 by adding acetic acid. To this solution was added N-[2-(3,4-dichlorophenyl)-4-oxobutyl]-N-methylbenzamide (3.57 g) in methanol (20 mL), and the resulting reaction mixture was treated with sodium cyanoborohydride (0.765 g). Upon warming to the room temperature, the reaction mixture was stirred for 16 hours and treated with saturated sodium bicarbonate solution. The solution wa...